From a dataset of the Open Reaction Database (ORD), a public repository of structured organic reaction records. describe an organic reaction: reactants, conditions, products, and yield Reactants: C1=CC=C(C(=C1)C[C@@H](C(=O)O)N)[N+](=O)[O-] (L-2-Nitrophenylalanine). Reagents/catalysts: Cl (HCl), [Pt] (Platinum on carbon). Solvent: CO (methanol), O (water). Reaction conditions: time 1 hour. Yields the product N[C@@H]1C(N(C2=CC=CC=C2C1)O)=O ((3S)-3-Amino-1-hydroxy-3,4-dihydroquinolin-2(1H)-one). The yield is 58.1%. RXN SMILES: [CH:1]1[CH:6]=[C:5]([CH2:7][C@H:8]([NH2:12])[C:9](O)=[O:10])[C:4]([N+:13]([O-:15])=O)=[CH:3][CH:2]=1>CO.O.Cl.[Pt]>[NH2:12][C@H:8]1[CH2:7][C:5]2[C:4](=[CH:3][CH:2]=[CH:1][CH:6]=2)[N:13]([OH:15])[C:9]1=[O:10]. Procedure details: L-2-Nitrophenylalanine (C11) (419.6 mg, 2.0 mmol) was dissolved in methanol (23.8 mL) and water (240 μL). Concentrated aqueous HCl (2-4 drops) was added to aid solubility. Platinum on carbon (42 mg) was added and the reaction was hydrogenated on a Parr shaker at 10 psi for 1 hour, whereupon the reaction was filtered through Celite. The catalyst was washed with a 1 N solution of ammonium hydroxide in methanol and then with methanol. The filtrate was concentrated to provide a crude product, which ... Reactants: CCO, CC(C)c1nnc2ccc(-c3cnn(CCN=[N+]=[N-])c3-c3ccc(F)cc3F)nn12, O=[Pt]=O. Product: CC(C)c1nnc2ccc(-c3cnn(CCN)c3-c3ccc(F)cc3F)nn12. RXN SMILES: [CH3:31][CH2:32][OH:33].[N:1](=[N+:2]=[N-:3])[CH2:4][CH2:5][n:6]1[n:7][cH:8][c:9](-[c:19]2[cH:20][cH:21][c:22]3[n:23]([n:24]2)[c:25]([CH:28]([CH3:29])[CH3:30])[n:26][n:27]3)[c:10]1-[c:11]1[c:12]([F:18])[cH:13][c:14]([F:17])[cH:15][cH:16]1.[Pt:34](=[O:35])=[O:36]>>[NH2:1][CH2:4][CH2:5][n:6]1[n:7][cH:8][c:9](-[c:19]2[cH:20][cH:21][c:22]3[n:23]([n:24]2)[c:25]([CH:28]([CH3:29])[CH3:30])[n:26][n:27]3)[c:10]1-[c:11]1[c:12]([F:18])[cH:13][c:14]([F:17])[cH:15][cH:16]1. Starting materials: CCOC(C)=O, CCCCCC, O=C1OCCC1N1CCc2c(Cl)cccc21, ClCCl, Cl, Nc1ccc(S(=O)(=O)Nc2nccs2)cc1. The product is O=C(Nc1ccc(S(=O)(=O)Nc2nccs2)cc1)C(CCO)N1CCc2c(Cl)cccc21. Reaction SMILES: [CH2:43]([O:44][C:45](=[O:46])[CH3:47])[CH3:48].[CH3:34][CH2:35][CH2:36][CH2:37][CH2:38][CH3:39].[Cl:17][c:18]1[c:19]2[c:23]([cH:24][cH:25][cH:26]1)[N:22]([CH:27]1[C:28](=[O:32])[O:29][CH2:30][CH2:31]1)[CH2:21][CH2:20]2.[Cl:40][CH2:41][Cl:42].[ClH:33].[NH2:1][c:2]1[cH:3][cH:4][c:5]([S:8](=[O:9])(=[O:10])[NH:11][c:12]2[n:13][cH:14][cH:15][s:16]2)[cH:6][cH:7]1>>[NH:1]([c:2]1[cH:3][cH:4][c:5]([S:8](=[O:9])(=[O:10])[NH:11][c:12]2[n:13][cH:14][cH:15][s:16]2)[cH:6][cH:7]1)[C:28]([CH:27]([N:22]1[CH2:21][CH2:20][c:19]2[c:18]([Cl:17])[cH:26][cH:25][cH:24][c:23]21)[CH2:31][CH2:30][OH:29])=[O:32]. The reactants are COC(C1=CC(=C(C=C1)I)OCCC=1C=C(C=CC1)C)=O (4-iodo-3-(2-m-tolyl-ethoxy)-benzoic acid methyl ester), B(OC)(OC)OC (trimethyl borate), solution, C(C)(C)[Mg]Cl (isopropylmagnesium chloride), CN(CCOCCN(C)C)C (bis(2-dimethylaminoethyl)ether), Cl (hydrochloric acid). Run in C1CCOC1 (THF), C1CCOC1 (THF). Reaction conditions: temperature 15 celsius, time 20 minute. The product is COC(C1=CC(=C(C=C1)B(O)O)OCCC=1C=C(C=CC1)C)=O (4-Borono-3-(2-m-tolyl-ethoxy)-benzoic acid methyl ester). The yield is 56.4%. Reaction SMILES: CN(C)CCOCCN(C)C.C([Mg]Cl)(C)C.[CH3:17][O:18][C:19](=[O:37])[C:20]1[CH:25]=[CH:24][C:23](I)=[C:22]([O:27][CH2:28][CH2:29][C:30]2[CH:31]=[C:32]([CH3:36])[CH:33]=[CH:34][CH:35]=2)[CH:21]=1.[B:38](OC)([O:41]C)[O:39]C.Cl>C1COCC1>[CH3:17][O:18][C:19](=[O:37])[C:20]1[CH:25]=[CH:24][C:23]([B:38]([OH:41])[OH:39])=[C:22]([O:27][CH2:28][CH2:29][C:30]2[CH:31]=[C:32]([CH3:36])[CH:33]=[CH:34][CH:35]=2)[CH:21]=1. Procedure details: 2.3 g of bis(2-dimethylaminoethyl)ether were dissolved in 50 ml of anhydrous THF and 7.1 ml of a 2 M solution of isopropylmagnesium chloride added at 15° C. The mixture was stirred for 20 min at 15° C. Then a solution of 4.7 g of 4-iodo-3-(2-m-tolyl-ethoxy)-benzoic acid methyl ester in 20 ml of anhydrous THF was added at room temperature. The mixture was stirred for 10 min at 20° C., and then 2.4 g of trimethyl borate were added dropwise at 0° C. and the mixture stirred for 20 min at 0° C. 100 m... The reactants are CC1C(C2=CC=CC=C2C1)=O (2-methyl-1-indanon), C[Mg]Br (methylmagnesium bromide), resultant mixture, O (water). The solvent is CCOCC (ether), CCOCC (ether). The product is CC1(C(=CC2=CC=CC=C12)C)O (1,2-dimethyl-1-hydroxy-indene). RXN SMILES: [CH3:1][Mg]Br.[CH3:4][CH:5]1[CH2:13][C:12]2[C:7](=[CH:8][CH:9]=[CH:10][CH:11]=2)[C:6]1=[O:14].O>CCOCC>[CH3:1][C:6]1([OH:14])[C:7]2[C:12](=[CH:11][CH:10]=[CH:9][CH:8]=2)[CH:13]=[C:5]1[CH3:4]. Procedure: A 200 ml four-necked flask equipped with a reflux tube, a thermometer and a dropping funnel was thoroughly purged with nitrogen and dried. To the flask, methylmagnesium bromide (3.0 mol/l ether solution) (16.9 ml, 50.7 mmol) and dehydrated ether (50 ml) were introduced. To the flask, a solution of 2-methyl-1-indanon (3.70 g, 25.3 mmol) in dehydrate ether (20 ml) was dropwise added at room temperature with stirring. Then, the reaction mixture was stirred for 2 hours and poured into cold water. Th... Reactants: [Br-], O=Cc1ncccc1OCc1ccccc1, C1CCOC1, COC(=O)c1ccc(C[P+](c2ccccc2)(c2ccccc2)c2ccccc2)cc1, C[Si](C)(C)[N-][Si](C)(C)C, [Li+]. Product: COC(=O)c1ccc(C=Cc2ncccc2OCc2ccccc2)cc1. As a reaction SMILES: [Br-:1].[CH2:42]([c:43]1[cH:44][cH:45][cH:46][cH:47][cH:48]1)[O:49][c:50]1[c:51]([CH:56]=[O:57])[n:52][cH:53][cH:54][cH:55]1.[CH2:58]1[O:59][CH2:60][CH2:61][CH2:62]1.[CH3:2][O:3][C:4](=[O:5])[c:6]1[cH:7][cH:8][c:9]([CH2:10][P+:11]([c:12]2[cH:13][cH:14][cH:15][cH:16][cH:17]2)([c:18]2[cH:19][cH:20][cH:21][cH:22][cH:23]2)[c:24]2[cH:25][cH:26][cH:27][cH:28][cH:29]2)[cH:30][cH:31]1.[CH3:32][Si:33]([N-:34][Si:35]([CH3:36])([CH3:37])[CH3:38])([CH3:39])[CH3:40].[Li+:41]>>[CH3:2][O:3][C:4](=[O:5])[c:6]1[cH:7][cH:8][c:9]([CH:10]=[CH:56][c:51]2[c:50]([O:49][CH2:42][c:43]3[cH:44][cH:45][cH:46][cH:47][cH:48]3)[cH:55][cH:54][cH:53][n:52]2)[cH:30][cH:31]1.